Dataset: the Open Reaction Database (ORD), a public repository of structured organic reaction records. Task: describe an organic reaction: reactants, conditions, products, and yield RXN SMILES: [C:1]([NH:5][C:6]([C:8]1[S:25][C:11]2[N:12]=[C:13]([S:23][CH3:24])[N:14]=[C:15]([C:16]3[CH:21]=[CH:20][CH:19]=[C:18]([NH2:22])[CH:17]=3)[C:10]=2[C:9]=1[NH2:26])=[O:7])([CH3:4])([CH3:3])[CH3:2].Cl[C:28]([O:30][CH2:31][CH:32]=[CH2:33])=[O:29]>>[C:1]([NH:5][C:6]([C:8]1[S:25][C:11]2[N:12]=[C:13]([S:23][CH3:24])[N:14]=[C:15]([C:16]3[CH:21]=[CH:20][CH:19]=[C:18]([NH:22][C:28]([O:30][CH2:31][CH:32]=[CH2:33])=[O:29])[CH:17]=3)[C:10]=2[C:9]=1[NH2:26])=[O:7])([CH3:4])([CH3:2])[CH3:3]. The reactants are C(C)(C)(C)NC(=O)C1=C(C2=C(N=C(N=C2C2=CC(=CC=C2)N)SC)S1)N (tert-butyl 5-amino-2-methylthio-4-(3-aminophenyl)-thieno[2,3-d]pyrimidine-6-carboxamide), ClC(=O)OCC=C (allyl chloroformate). Procedure details: The reaction of tert-butyl 5-amino-2-methylthio-4-(3-aminophenyl)-thieno[2,3-d]pyrimidine-6-carboxamide (example 9e, 100 mg) with allyl chloroformate (274 μl) was performed using the methods described in example 15. The title compound was purified by HPLC using a Luna C-18 column with the following gradient: CH3CN/10% aq. CH3CN=10/90 to 90/10 (v/v) in 30 min. The title compound was then lyophilized from a mixture of 1,4-dioxane and H2O. The product is C(C)(C)(C)NC(=O)C1=C(C2=C(N=C(N=C2C2=CC(=CC=C2)NC(=O)OCC=C)SC)S1)N (tert-Butyl 5-amino-2-methylthio-4-(3-(allyloxycarbonylamino)-phenyl)-thieno[2,3-d]pyrimidine-6-carboxamide). Run at time 30 minute.